This data is from the Open Reaction Database (ORD), a public repository of structured organic reaction records. The task is: describe an organic reaction: reactants, conditions, products, and yield Starting materials: COC(=O)c1cc(N2CCOCC2)cc2c1nc(C(F)(F)F)n2Cc1cccc(Cl)c1Cl, [Li+], C1CCOC1, [OH-]. Yields the product O=C(O)c1cc(N2CCOCC2)cc2c1nc(C(F)(F)F)n2Cc1cccc(Cl)c1Cl. RXN SMILES: [Cl:1][c:2]1[c:3]([CH2:9][n:10]2[c:11]([C:29]([F:30])([F:31])[F:32])[n:12][c:13]3[c:14]2[cH:15][c:16]([N:23]2[CH2:24][CH2:25][O:26][CH2:27][CH2:28]2)[cH:17][c:18]3[C:19](=[O:20])[O:21][CH3:22])[cH:4][cH:5][cH:6][c:7]1[Cl:8].[Li+:33].[O:35]1[CH2:36][CH2:37][CH2:38][CH2:39]1.[OH-:34]>>[Cl:1][c:2]1[c:3]([CH2:9][n:10]2[c:11]([C:29]([F:30])([F:31])[F:32])[n:12][c:13]3[c:14]2[cH:15][c:16]([N:23]2[CH2:24][CH2:25][O:26][CH2:27][CH2:28]2)[cH:17][c:18]3[C:19](=[O:20])[OH:21])[cH:4][cH:5][cH:6][c:7]1[Cl:8].